This data is from the Open Reaction Database (ORD), a public repository of structured organic reaction records. The task is: describe an organic reaction: reactants, conditions, products, and yield Reactants: CN(C)C=O, Cc1ccc2cc[nH]c2c1, [K+], [OH-], O, O=P(Cl)(Cl)Cl. Yields the product Cc1ccc2c(C=O)c[nH]c2c1. RXN SMILES: [CH3:18][N:19]([CH:20]=[O:21])[CH3:22].[CH3:6][c:7]1[cH:8][cH:9][c:10]2[cH:11][cH:12][nH:13][c:14]2[cH:15]1.[K+:17].[OH-:16].[OH2:23].[P:1]([Cl:2])([Cl:3])([Cl:4])=[O:5]>>[CH3:6][c:7]1[cH:8][cH:9][c:10]2[c:11]([CH:20]=[O:21])[cH:12][nH:13][c:14]2[cH:15]1. Reactants: CC=1C=C(SC1C=C(C)C)C(=O)O (4-methyl-5-(2-methyl-propenyl)-thiophene-2-carboxylic acid), C(C1=CC=CC=C1)OC1=C(C=C(C(=O)NN)C=C1C)CC (4-benzyloxy-3-ethyl-5-methyl-benzoic acid hydrazide). Product: C(C)C1=C(C(=CC(=C1)C=1OC(=NN1)C=1SC(=C(C1)C)CC(C)C)C)O (2-Ethyl-4-[5-(5-isobutyl-4-methyl-thiophen-2-yl)-[1,3,4]oxadiazol-2-yl]-6-methyl-phenol). RXN SMILES: [CH3:1][C:2]1[CH:3]=[C:4]([C:11]([OH:13])=O)[S:5][C:6]=1[CH:7]=[C:8]([CH3:10])[CH3:9].C([O:21][C:22]1[C:31]([CH3:32])=[CH:30][C:25]([C:26]([NH:28][NH2:29])=O)=[CH:24][C:23]=1[CH2:33][CH3:34])C1C=CC=CC=1>>[CH2:33]([C:23]1[CH:24]=[C:25]([C:26]2[O:13][C:11]([C:4]3[S:5][C:6]([CH2:7][CH:8]([CH3:9])[CH3:10])=[C:2]([CH3:1])[CH:3]=3)=[N:29][N:28]=2)[CH:30]=[C:31]([CH3:32])[C:22]=1[OH:21])[CH3:34]. Procedure: 2-Ethyl-4-[5-(5-isobutyl-4-methyl-thiophen-2-yl)-[1,3,4]oxadiazol-2-yl]-6-methyl-phenol is prepared from 4-methyl-5-(2-methyl-propenyl)-thiophene-2-carboxylic acid and 4-benzyloxy-3-ethyl-5-methyl-benzoic acid hydrazide in analogy to Example 29; LC-MS: tR=1.13 min, [M+1]+=357.49. Reactants: BrCC(=O)OC (methyl bromoacetate), BrC=1C=CC2=C(C(=NCC(N2)=O)C2=NC=CC=C2)C1 (7-bromo-1,3-dihydro-5-(2-pyridyl)-2H-1,4-benzodiazepin-2-one), C[O-].[Na+] (sodium methoxide), CN(C=O)C (dimethylformamide). Run in O (water), C1(=CC=CC=C1)C (toluene). Run at time 20 minute. Yields the product COC(CN1C(CN=C(C2=C1C=CC(=C2)Br)C2=NC=CC=C2)=O)=O (7-bromo-2,3-dihydro-2-oxo-5-(2-pyridyl)-1H-1,4-benzodiazepin-1-acetic acid methyl ester). As a reaction SMILES: [Br:1][C:2]1[CH:3]=[CH:4][C:5]2[NH:11][C:10](=[O:12])[CH2:9][N:8]=[C:7]([C:13]3[CH:18]=[CH:17][CH:16]=[CH:15][N:14]=3)[C:6]=2[CH:19]=1.C[O-].[Na+].CN(C)C=O.Br[CH2:29][C:30]([O:32][CH3:33])=[O:31]>O.C1(C)C=CC=CC=1>[CH3:33][O:32][C:30](=[O:31])[CH2:29][N:11]1[C:5]2[CH:4]=[CH:3][C:2]([Br:1])=[CH:19][C:6]=2[C:7]([C:13]2[CH:18]=[CH:17][CH:16]=[CH:15][N:14]=2)=[N:8][CH2:9][C:10]1=[O:12] |f:1.2|. Procedure details: A mixture of 0.1 mole of 7-bromo-1,3-dihydro-5-(2-pyridyl)-2H-1,4-benzodiazepin-2-one and 0.11 mole of sodium methoxide in about 200 ml. of dimethylformamide is heated at about 95° c. for about 20 minutes. To the mixture is added a solution of 0.11 mole of methyl bromoacetate in about 200 ml. of toluene over a period of about 1 hour at about 95° C., and heating is continued for an additional period of about 6 hours. The reaction mixture is then evaporated in vacuo and the residue thus obtained i... The reactants are CCOC(C)=O, O=C(OC(=O)C(F)(F)F)C(F)(F)F, CC(C)(C)OC(=O)N1CC(O)CC1C(N)=O, O, c1ccncc1. The product is CC(C)(C)OC(=O)N1CC(O)CC1C#N. Reaction SMILES: [CH3:31][CH2:32][O:33][C:34](=[O:35])[CH3:36].[F:17][C:18]([F:19])([F:20])[C:21]([O:22][C:23](=[O:24])[C:25]([F:26])([F:27])[F:28])=[O:29].[NH2:1][C:2](=[O:3])[CH:4]1[N:5]([C:10](=[O:11])[O:12][C:13]([CH3:14])([CH3:15])[CH3:16])[CH2:6][CH:7]([OH:9])[CH2:8]1.[OH2:30].[cH:37]1[cH:38][cH:39][n:40][cH:41][cH:42]1>>[N:1]#[C:2][CH:4]1[N:5]([C:10](=[O:11])[O:12][C:13]([CH3:14])([CH3:15])[CH3:16])[CH2:6][CH:7]([OH:9])[CH2:8]1. The reactants are O (Water), CC1=NOC(=C1C)NC(OCC(Cl)(Cl)Cl)=O (2,2,2-trichloroethyl (3,4-dimethylisoxazol-5-yl)carbamate), FC=1C=C(C=CC1)C=1N=C(SC1)N1CCCCC1 (1-[4-(3-fluorophenyl)-1,3-thiazol-2-yl]piperidine), C(C)(C)N(CC)C(C)C (diisopropylethylamine), CS(=O)C (dimethylsulfoxide). Reaction conditions: temperature 70 celsius, time 3.5 hour. The product is CC1=NOC(=C1C)NC(=O)N1CCC(CC1)C=1SC=C(N1)C1=CC(=CC=C1)F (N-(3,4-Dimethylisoxazol-5-yl)-4-[4-(3-fluorophenyl)-1,3-thiazol-2-yl]piperidine-1-carboxamide). Yield: 41.5%. As a reaction SMILES: [CH3:1][C:2]1[C:6]([CH3:7])=[C:5]([NH:8][C:9](=[O:16])OCC(Cl)(Cl)Cl)[O:4][N:3]=1.[F:17][C:18]1[CH:19]=[C:20]([C:24]2[N:25]=[C:26](N3CCCCC3)[S:27][CH:28]=2)[CH:21]=[CH:22][CH:23]=1.C([N:38]([CH:41]([CH3:43])C)[CH2:39][CH3:40])(C)C.O.[CH3:45]S(C)=O>>[CH3:1][C:2]1[C:6]([CH3:7])=[C:5]([NH:8][C:9]([N:38]2[CH2:39][CH2:40][CH:45]([C:26]3[S:27][CH:28]=[C:24]([C:20]4[CH:21]=[CH:22][CH:23]=[C:18]([F:17])[CH:19]=4)[N:25]=3)[CH2:43][CH2:41]2)=[O:16])[O:4][N:3]=1. Procedure: A mixture of 2,2,2-trichloroethyl (3,4-dimethylisoxazol-5-yl)carbamate (241 mg, 0.839 mmol), 1-[4-(3-fluorophenyl)-1,3-thiazol-2-yl]piperidine (200 mg, 0.762 mmol) and diisopropylethylamine (0.266 ml, 1.52 mmol) in dimethylsulfoxide (2.5 ml) was stirred at 70° C. for 3.5 hours. Water was poured into the reaction solution, and the mixture was extracted with ethyl acetate. The extract was washed with water and dried over anhydrous magnesium sulfate, and the solvent was distilled off under reduced ... Reactants: COc1cc(C)c(S(=O)(=O)NC(C(=O)OCc2ccc3c(c2)OCO3)C(C)O)c(C)c1C, CC[Si](Cl)(CC)CC, C1CCOC1, c1c[nH]cn1. Yields the product CC[Si](CC)(CC)OC(C)C(NS(=O)(=O)c1c(C)cc(OC)c(C)c1C)C(=O)OCc1ccc2c(c1)OCO2. Reaction SMILES: [CH2:1]1[O:2][c:3]2[cH:4][c:5]([CH2:6][O:7][C:8]([CH:9]([CH:10]([CH3:11])[OH:12])[NH:13][S:14](=[O:15])(=[O:16])[c:17]3[c:18]([CH3:27])[c:19]([CH3:26])[c:20]([O:24][CH3:25])[cH:21][c:22]3[CH3:23])=[O:28])[cH:29][cH:30][c:31]2[O:32]1.[CH2:38]([CH3:39])[Si:40]([CH2:41][CH3:42])([CH2:43][CH3:44])[Cl:45].[O:46]1[CH2:47][CH2:48][CH2:49][CH2:50]1.[nH:33]1[cH:34][cH:35][n:36][cH:37]1>>[CH2:1]1[O:2][c:3]2[cH:4][c:5]([CH2:6][O:7][C:8]([CH:9]([CH:10]([CH3:11])[O:12][Si:40]([CH2:38][CH3:39])([CH2:41][CH3:42])[CH2:43][CH3:44])[NH:13][S:14](=[O:15])(=[O:16])[c:17]3[c:18]([CH3:27])[c:19]([CH3:26])[c:20]([O:24][CH3:25])[cH:21][c:22]3[CH3:23])=[O:28])[cH:29][cH:30][c:31]2[O:32]1. Starting materials: [BH4-].[Na+] (sodium borohydride), ClC1=CC(=C(C=O)C(=C1)F)F (4-chloro-2,6-difluoro-benzaldehyde), O1CCCC1 (tetrahydrofuran), [BH4-].[Na+] (sodium borohydride). Solvent: C(C)O (ethanol). Reaction conditions: time 30 minute. Yields the product ClC1=CC(=C(C(=C1)F)CO)F ((4-chloro-2,6-difluoro-phenyl)-methanol). The yield is 84.0%. Reaction SMILES: [Cl:1][C:2]1[CH:9]=[C:8]([F:10])[C:5]([CH:6]=[O:7])=[C:4]([F:11])[CH:3]=1.O1CCCC1.[BH4-].[Na+]>C(O)C>[Cl:1][C:2]1[CH:3]=[C:4]([F:11])[C:5]([CH2:6][OH:7])=[C:8]([F:10])[CH:9]=1 |f:2.3|. Procedure: To a mixture of 4-chloro-2,6-difluoro-benzaldehyde (5.7 g, 32 mmol), tetrahydrofuran (150 mL) and ethanol (20 mL) was added sodium borohydride (1.2 g, 32 mmol) at 0° C. The mixture was stirred for 30 minutes, warmed to ambient temperature, and additional sodium borohydride (0.40 g, 11 mmol) was added to drive the reaction to completion (TLC). The mixture was concentrated in vacuo, diluted with ether and treated cautiously with 1M aqueous HCl. The aqueous phase was extracted 3× with ether, and th...